This data is from the Open Reaction Database (ORD), a public repository of structured organic reaction records. The task is: describe an organic reaction: reactants, conditions, products, and yield Starting materials: CC=1S(OC2=C(C1)C=CC=C2S(=O)(=O)NC(=O)NC)(=O)=O (N-(3-methyl-2,2-dioxo-1,2-benzoxathiin-8-ylsulfonyl)-N'-methylurea), C(=O)(Cl)Cl (phosgene). The solvent is ClC1=CC=CC=C1 (chlorobenzene). Yields the product CC=1S(OC2=C(C1)C=CC=C2S(=O)(=O)N=C=O)(=O)=O (3-methyl-2,2-dioxo-1,2-benzoxathiin-8-ylsulfonylisocyanate). RXN SMILES: [CH3:1][C:2]1[S:3](=[O:21])(=[O:20])[O:4][C:5]2[C:11]([S:12]([NH:15][C:16](NC)=[O:17])(=[O:14])=[O:13])=[CH:10][CH:9]=[CH:8][C:6]=2[CH:7]=1.C(Cl)(Cl)=O>ClC1C=CC=CC=1>[CH3:1][C:2]1[S:3](=[O:21])(=[O:20])[O:4][C:5]2[C:11]([S:12]([N:15]=[C:16]=[O:17])(=[O:14])=[O:13])=[CH:10][CH:9]=[CH:8][C:6]=2[CH:7]=1. Reported procedure: 5.0 g of N-(3-methyl-2,2-dioxo-1,2-benzoxathiin-8-ylsulfonyl)-N'-methylurea are dispersed in 150 ml of absolute chlorobenzene and the dispersion is saturated with phosgene at 130° C. A clear solution forms during this addition. The solvent is subsequently distilled off in vacuo with the exclusion of moisture. The 3-methyl-2,2-dioxo-1,2-benzoxathiin-8-ylsulfonylisocyanate obtained as oily residue can be used without further purification for the preparation of the pyrimidinylureas and triazinylure...